Dataset: the Open Reaction Database (ORD), a public repository of structured organic reaction records. Task: describe an organic reaction: reactants, conditions, products, and yield The reactants are ClC1=CC=C(C=C1)C=1N=C(OC1)CCCO (3-[4-(4-chlorophenyl)-2-oxazolyl]propanol), CS(=O)C (dimethylsulfoxide), O=P12OP3(=O)OP(=O)(O1)OP(=O)(O2)O3 (phosphoric anhydride), Cl (HCl). Solvent: ClCCl (dichloromethane), C(C)N(CC)CC (triethylamine). Conditions: time 10 minute. Yields the product ClC1=CC=C(C=C1)C=1N=C(OC1)CCC=O (3-[4-(4-chlorophenyl)-2-oxazolyl]propanal). Isolated yield 70.4%. Reaction SMILES: [Cl:1][C:2]1[CH:7]=[CH:6][C:5]([C:8]2[N:9]=[C:10]([CH2:13][CH2:14][CH2:15][OH:16])[O:11][CH:12]=2)=[CH:4][CH:3]=1.CS(C)=O.O=P12OP3(OP(OP(O3)(O1)=O)(=O)O2)=O.Cl>ClCCl.C(N(CC)CC)C>[Cl:1][C:2]1[CH:3]=[CH:4][C:5]([C:8]2[N:9]=[C:10]([CH2:13][CH2:14][CH:15]=[O:16])[O:11][CH:12]=2)=[CH:6][CH:7]=1. Procedure details: To a solution of 3-[4-(4-chlorophenyl)-2-oxazolyl]propanol (1.0 g) in dichloromethane (10 ml) were added dimethylsulfoxide (0.6 ml) and phosphoric anhydride (1.1 g) in that order. After stirring for 10 minutes at room temperature, the resultant was cooled to 0° C., to which triethylamine (2 ml) was added. The mixture was stirred for 40 minutes at room temperature, poured into 2N-HCl and extracted with dichloromethane. The dichloromethane layer was washed with water, dried over MgSO4 and distille... The reactants are ClC=1C(=NC=C(C1)C(F)(F)F)N1CCNCC1 (1-(3-chloro-5-trifluoromethylpyridin-2-yl)piperazine), BrC1=CC(=CC=2NC(=NC21)Cl)C(F)(F)F (4-bromo-2-chloro-6-trifluoromethyl-1H -benzoimidazole). Yields the product BrC1=CC(=CC=2NC(=NC21)N2CCN(CC2)C2=NC=C(C=C2Cl)C(F)(F)F)C(F)(F)F (4-Bromo-6-trifluoromethyl-2-[4-(3-chloro-5-trifluoromethylpyridin-2-yl)piperazin-1-yl]-1H-benzoimidazole). RXN SMILES: [Cl:1][C:2]1[C:3]([N:12]2[CH2:17][CH2:16][NH:15][CH2:14][CH2:13]2)=[N:4][CH:5]=[C:6]([C:8]([F:11])([F:10])[F:9])[CH:7]=1.[Br:18][C:19]1[C:27]2[N:26]=[C:25](Cl)[NH:24][C:23]=2[CH:22]=[C:21]([C:29]([F:32])([F:31])[F:30])[CH:20]=1>>[Br:18][C:19]1[C:27]2[N:26]=[C:25]([N:15]3[CH2:16][CH2:17][N:12]([C:3]4[C:2]([Cl:1])=[CH:7][C:6]([C:8]([F:9])([F:10])[F:11])=[CH:5][N:4]=4)[CH2:13][CH2:14]3)[NH:24][C:23]=2[CH:22]=[C:21]([C:29]([F:32])([F:31])[F:30])[CH:20]=1. Procedure: The reaction of 1-(3-chloro-5-trifluoromethylpyridin-2-yl)piperazine (212 mg, 0.8 mmol, ABCR) and 4-bromo-2-chloro-6-trifluoromethyl-1H -benzoimidazole (210 mg, 0.7 mmol, Example 6b) under the conditions of Example 3c afforded the title compound as a white amorphous solid. MS (ESI, pos. ion) m/z: 530 (M+1). Starting materials: N1=C(C=NC2=CC=CC=C12)C(=O)Cl (2-quinoxaloyl chloride), CC1C(CCCC1C)N (2,3-dimethylcyclohexylamine). Solvent: N1=CC=CC=C1 (pyridine). Yields the product CC1C(CCCC1C)NC(=O)C1=NC2=CC=CC=C2N=C1 (N-(2,3-Dimethylcyclohexyl)-2-quinoxalinecarboxamide). The yield is 58.8%. As a reaction SMILES: [N:1]1[C:10]2[C:5](=[CH:6][CH:7]=[CH:8][CH:9]=2)[N:4]=[CH:3][C:2]=1[C:11](Cl)=[O:12].[CH3:14][CH:15]1[CH:20]([CH3:21])[CH2:19][CH2:18][CH2:17][CH:16]1[NH2:22]>N1C=CC=CC=1>[CH3:14][CH:15]1[CH:20]([CH3:21])[CH2:19][CH2:18][CH2:17][CH:16]1[NH:22][C:11]([C:2]1[CH:3]=[N:4][C:5]2[C:10](=[CH:9][CH:8]=[CH:7][CH:6]=2)[N:1]=1)=[O:12]. Procedure details: Prepared from 2-quinoxaloyl chloride (193 mg, 1.0 mmol), 2,3-dimethylcyclohexylamine (115 mg, 0.90 mmol), and pyridine (5 mL) yielding 150 mg (59%) of (163): rt=10.12 min.; m/z (rel. int.) 283 (M+, 35), 212 (6), 198 (14), 175 (6), 174 (39), 158 (7), 157 (22), 131 (6), 130 (46), 129 (100), 126 (44), 109 (8), 103 (20), 103 (20), 102 (45), 76 (13), 75 (11), 67 (7), 56 (10), 55 (12), 51 (6), 43 (6), 41 (16). Procedure: 4-Chloro-2-(5,6-dimethoxy-1-methyl-1H-indol-3-yl)-1-(toluene-4-sulfonyl)-1H-pyrrolo[2,3-b]pyridine is prepared by following the procedure described in example 89c, but using 7.1 g of 4-chloro-2-(5,6-dimethoxy-1H-indol-3-yl)-1-(toluene-4-sulfonyl)-1H-pyrrolo[2,3-b]pyridine and 1.10 ml of methyl iodide. After purification by flash chromatography (silica, 40/60 by volume ethyl acetate/cyclohexane as eluents, argon), 5.69 g of 4-chloro-2-(5,6-dimethoxy-1-methyl-1H-indol-3-yl)-1-(toluene-4-sulfonyl)-... RXN SMILES: [Cl:1][C:2]1[CH:7]=[CH:6][N:5]=[C:4]2[N:8]([S:24]([C:27]3[CH:32]=[CH:31][C:30]([CH3:33])=[CH:29][CH:28]=3)(=[O:26])=[O:25])[C:9]([C:11]3[C:19]4[C:14](=[CH:15][C:16]([O:22][CH3:23])=[C:17]([O:20][CH3:21])[CH:18]=4)[NH:13][CH:12]=3)=[CH:10][C:3]=12.[CH3:34]I>>[Cl:1][C:2]1[CH:7]=[CH:6][N:5]=[C:4]2[N:8]([S:24]([C:27]3[CH:32]=[CH:31][C:30]([CH3:33])=[CH:29][CH:28]=3)(=[O:26])=[O:25])[C:9]([C:11]3[C:19]4[C:14](=[CH:15][C:16]([O:22][CH3:23])=[C:17]([O:20][CH3:21])[CH:18]=4)[N:13]([CH3:34])[CH:12]=3)=[CH:10][C:3]=12. Yields the product ClC1=C2C(=NC=C1)N(C(=C2)C2=CN(C1=CC(=C(C=C21)OC)OC)C)S(=O)(=O)C2=CC=C(C=C2)C (4-Chloro-2-(5,6-dimethoxy-1-methyl-1H-indol-3-yl)-1-(toluene-4-sulfonyl)-1H-pyrrolo[2,3-b]pyridine). The reactants are ClC1=C2C(=NC=C1)N(C(=C2)C2=CNC1=CC(=C(C=C21)OC)OC)S(=O)(=O)C2=CC=C(C=C2)C (4-chloro-2-(5,6-dimethoxy-1H-indol-3-yl)-1-(toluene-4-sulfonyl)-1H-pyrrolo[2,3-b]pyridine), CI (methyl iodide). The product is O=C(Nc1cccc2[nH]ccc12)c1ccccc1OCC(O)CNC1CCCCC1. The reactants are CCO, NC1CCCCC1, O=C(Nc1cccc2[nH]ccc12)c1ccccc1OCC1CO1. Reaction SMILES: [CH3:31][CH2:32][OH:33].[NH2:24][CH:25]1[CH2:26][CH2:27][CH2:28][CH2:29][CH2:30]1.[O:1]1[CH:2]([CH2:4][O:5][c:6]2[c:7]([C:8](=[O:9])[NH:10][c:11]3[c:12]4[cH:13][cH:14][nH:15][c:16]4[cH:17][cH:18][cH:19]3)[cH:20][cH:21][cH:22][cH:23]2)[CH2:3]1>>[OH:1][CH:2]([CH2:3][NH:24][CH:25]1[CH2:26][CH2:27][CH2:28][CH2:29][CH2:30]1)[CH2:4][O:5][c:6]1[c:7]([C:8](=[O:9])[NH:10][c:11]2[c:12]3[cH:13][cH:14][nH:15][c:16]3[cH:17][cH:18][cH:19]2)[cH:20][cH:21][cH:22][cH:23]1. The product is CC(=O)N(C)C(Cc1ccccc1N)c1sccc1C. Reactants: CC(=O)OC(C)=O, CNC(Cc1ccccc1N)c1sccc1C, O, c1ccncc1. RXN SMILES: [CH3:19][C:20]([O:21][C:23]([CH3:24])=[O:25])=[O:22].[NH2:2][c:3]1[c:4]([CH2:9][CH:10]([NH:11][CH3:12])[c:13]2[s:14][cH:15][cH:16][c:17]2[CH3:18])[cH:5][cH:6][cH:7][cH:8]1.[OH2:1].[cH:26]1[cH:27][cH:28][n:29][cH:30][cH:31]1>>[NH2:2][c:3]1[c:4]([CH2:9][CH:10]([N:11]([CH3:12])[C:23]([CH3:24])=[O:25])[c:13]2[s:14][cH:15][cH:16][c:17]2[CH3:18])[cH:5][cH:6][cH:7][cH:8]1.